Task: describe an organic reaction: reactants, conditions, products, and yield. Dataset: the Open Reaction Database (ORD), a public repository of structured organic reaction records The reactants are Brc1ncc(Br)n2ccnc12, Cc1ccccc1, CC(C)(C)[O-], [Na+], O=C(C=Cc1ccccc1)C=Cc1ccccc1, O=C(C=Cc1ccccc1)C=Cc1ccccc1, O=C(C=Cc1ccccc1)C=Cc1ccccc1, O=C(NCc1ccc(O)cc1)c1ccc(Nc2ncc(-c3cn[nH]c3)n3ccnc23)cc1, [Pd], [Pd], Nc1ccc(-n2ccnc2)cc1. Product: Brc1cnc(Nc2ccc(-n3ccnc3)cc2)c2nccn12. Reaction SMILES: [Br:33][c:34]1[cH:35][n:36][c:37]([Br:43])[c:38]2[n:39]1[cH:40][cH:41][n:42]2.[CH3:118][c:119]1[cH:120][cH:121][cH:122][cH:123][cH:124]1.[CH3:56][C:57]([CH3:58])([O-:59])[CH3:60].[Na+:61].[O:100]=[C:101]([CH:102]=[CH:103][c:104]1[cH:105][cH:106][cH:107][cH:108][cH:109]1)[CH:110]=[CH:111][c:112]1[cH:113][cH:114][cH:115][cH:116][cH:117]1.[O:64]=[C:65]([CH:66]=[CH:67][c:68]1[cH:69][cH:70][cH:71][cH:72][cH:73]1)[CH:74]=[CH:75][c:76]1[cH:77][cH:78][cH:79][cH:80][cH:81]1.[O:82]=[C:83]([CH:84]=[CH:85][c:86]1[cH:87][cH:88][cH:89][cH:90][cH:91]1)[CH:92]=[CH:93][c:94]1[cH:95][cH:96][cH:97][cH:98][cH:99]1.[OH:1][c:2]1[cH:3][cH:4][c:5]([CH2:6][NH:7][C:8](=[O:9])[c:10]2[cH:11][cH:12][c:13]([NH:14][c:15]3[c:16]4[n:17]([cH:18][cH:19][n:20]4)[c:21](-[c:22]4[cH:23][n:24][nH:25][cH:26]4)[cH:27][n:28]3)[cH:29][cH:30]2)[cH:31][cH:32]1.[Pd:62].[Pd:63].[n:44]1(-[c:49]2[cH:50][cH:51][c:52]([NH2:55])[cH:53][cH:54]2)[cH:45][n:46][cH:47][cH:48]1>>[Br:33][c:34]1[cH:35][n:36][c:37]([NH:55][c:52]2[cH:51][cH:50][c:49](-[n:44]3[cH:45][n:46][cH:47][cH:48]3)[cH:54][cH:53]2)[c:38]2[n:39]1[cH:40][cH:41][n:42]2.